From a dataset of the Open Reaction Database (ORD), a public repository of structured organic reaction records. describe an organic reaction: reactants, conditions, products, and yield The reactants are NC1=NC=CC=C1C1=NC=2C(=NC(=CC2)C2=CC(=CC=C2)N2C[C@H](O[C@H](C2)C)C)N1C1=CC=C(C=C1)C1(CCC1)NC(OC(C)(C)C)=O (tert-Butyl (1-{4-[2-(2-aminopyridin-3-yl)-5-{3-[cis-2,6-dimethylmorpholin-4-yl]phenyl}-3H-imidazo[4,5-b]pyridin-3-yl]phenyl}cyclobutyl)carbamate), Cl.O1CCOCC1 (HCl dioxane). Run in C(Cl)Cl (DCM). Run at time 2 hour. Yields the product Cl.Cl.Cl.NC1(CCC1)C1=CC=C(C=C1)N1C(=NC=2C1=NC(=CC2)C2=CC(=CC=C2)N2C[C@H](O[C@H](C2)C)C)C=2C(=NC=CC2)N (3-(3-[4-(1-Aminocyclobutyl)phenyl]-5-{3-[cis-2,6-dimethylmorpholin-4-yl]phenyl}-3H-imidazo[4,5-b]pyridin-2-yl)pyridin-2-amine trihydrochloride). The yield is 94.7%. As a reaction SMILES: [NH2:1][C:2]1[C:7]([C:8]2[N:30]([C:31]3[CH:36]=[CH:35][C:34]([C:37]4([NH:41]C(=O)OC(C)(C)C)[CH2:40][CH2:39][CH2:38]4)=[CH:33][CH:32]=3)[C:11]3=[N:12][C:13]([C:16]4[CH:21]=[CH:20][CH:19]=[C:18]([N:22]5[CH2:27][C@H:26]([CH3:28])[O:25][C@H:24]([CH3:29])[CH2:23]5)[CH:17]=4)=[CH:14][CH:15]=[C:10]3[N:9]=2)=[CH:6][CH:5]=[CH:4][N:3]=1.[ClH:49].O1CCOCC1>C(Cl)Cl>[ClH:49].[ClH:49].[ClH:49].[NH2:41][C:37]1([C:34]2[CH:35]=[CH:36][C:31]([N:30]3[C:11]4=[N:12][C:13]([C:16]5[CH:21]=[CH:20][CH:19]=[C:18]([N:22]6[CH2:23][C@H:24]([CH3:29])[O:25][C@H:26]([CH3:28])[CH2:27]6)[CH:17]=5)=[CH:14][CH:15]=[C:10]4[N:9]=[C:8]3[C:7]3[C:2]([NH2:1])=[N:3][CH:4]=[CH:5][CH:6]=3)=[CH:32][CH:33]=2)[CH2:40][CH2:39][CH2:38]1 |f:1.2,4.5.6.7|. Reported procedure: tert-Butyl (1-{4-[2-(2-aminopyridin-3-yl)-5-{3-[cis-2,6-dimethylmorpholin-4-yl]phenyl}-3H-imidazo[4,5-b]pyridin-3-yl]phenyl}cyclobutyl)carbamate (29.0 mg, 0.0449 mmol) was dissolved in DCM (1 mL). 4M HCl/dioxane (1 mL) was added to the mixute and stirred at room temperature for 2 hours. The mixture was concentrated and solidified with ether. The precipitated solids were collected by filtration and washed with ether to afford desired product (27.9 mg, 94.7%) as pale yellow solid. Starting materials: ice water, N1C=NC=C1 (imidazole), [Si](C)(C)(C(C)(C)C)Cl (tert-butyldimethylsilyl chloride), [N+](=O)([O-])C(C(C)O)C (3-nitro-2-butanol). Solvent: CN(C=O)C (dimethylformamide). Run at time 6 hour. Product: [N+](=O)([O-])C(C(C)O[Si](C)(C)C(C)(C)C)C (3-nitro-2-(tert-butyldimethylsilyloxy)butane). Yield: 101.3%. Reaction SMILES: [N+:1]([CH:4]([CH3:8])[CH:5]([OH:7])[CH3:6])([O-:3])=[O:2].N1C=CN=C1.[Si:14](Cl)([C:17]([CH3:20])([CH3:19])[CH3:18])([CH3:16])[CH3:15]>CN(C)C=O>[N+:1]([CH:4]([CH3:8])[CH:5]([O:7][Si:14]([C:17]([CH3:20])([CH3:19])[CH3:18])([CH3:16])[CH3:15])[CH3:6])([O-:3])=[O:2]. Reported procedure: 2.4 g (20 mmol) of 3-nitro-2-butanol was dissolved in 10 ml of dimethylformamide, 4.08 g (60 mmol) of imidazole and 4.52 g (30 mmol) of tert-butyldimethylsilyl chloride were added under ice cooling, and the mixture was stirred at room temperature for 6 hours. After the reaction, the reaction solution was poured into 100 ml of ice water, and the mixture was extracted with diethyl ether. The organic layer was washed successively with 2N hydrochloric acid, saturated sodium bicarbonate solution and ... Reactants: Cl (HCl), N1=NC=C(C=C1)C1=CC=C(C(=O)OCC)C=C1 (Ethyl 4-(4-pyridazinyl)benzoate), O (water), [OH-].[Na+] (NaOH). The solvent is CO (methanol). Product: N1=NC=C(C=C1)C1=CC=C(C(=O)O)C=C1 (4-(4-pyridazinyl)benzoic acid). Isolated yield 98.9%. Reaction SMILES: [N:1]1[CH:6]=[CH:5][C:4]([C:7]2[CH:17]=[CH:16][C:10]([C:11]([O:13]CC)=[O:12])=[CH:9][CH:8]=2)=[CH:3][N:2]=1.[OH-].[Na+].O.Cl>CO>[N:1]1[CH:6]=[CH:5][C:4]([C:7]2[CH:8]=[CH:9][C:10]([C:11]([OH:13])=[O:12])=[CH:16][CH:17]=2)=[CH:3][N:2]=1 |f:1.2|. Procedure details: Ethyl 4-(4-pyridazinyl)benzoate (580 mg) was dissolved in methanol (12.5 ml) and 1.0M NaOH (12.7 ml) and heated at 60° C. for 4 hours. The resulting mixture was reduced to low volume then water (25 ml) added, the solution neutralised to pH 7 with 1.0M HCl, the resulting precipitate filtered and dried over P2O5 to give 4-(4-pyridazinyl)benzoic acid as a light brown solid (503 mg); mp>330° C.; 1H NMR (300 MHz, DMSO-d6) δ=8.05 (m,5H), 9.32 (d,1H), 9.67 (s,1H) ppm; MS: m/z 201 (M+H)+. The reactants are COC=1C=C2C(=NN(C2=CC1OC)CC=1N=CN(C1)C(C1=CC=CC=C1)(C1=CC=CC=C1)C1=CC=CC=C1)CO (5,6-dimethoxy-1-(1-trityl-4-imidazolyl)methyl-1H-indazole-3-methanol), C(O)([O-])=O.[Na+] (sodium hydrogencarbonate), S(=O)(Cl)Cl (thionyl chloride), C(Cl)(Cl)Cl (chloroform). Run in ClCCl (dichloromethane), C(C)O (ethanol). Reported procedure: In 1700 ml of dichloromethane was suspended 180.0 g of 5,6-dimethoxy-1-(1-trityl-4-imidazolyl)methyl-1H-indazole-3-methanol, having been ground to powder in a mortar, at room temperature, followed by stirring while cooling with ice. To the reaction mixture was added dropwise 48.6 ml of thionyl chloride over 5 minutes. One minute later, the spot of the starting material on a thin layer chromatogram (chloroform:ethanol=30:1) disappeared. The reaction mixture was poured into 2000 ml of a saturated ... Reaction SMILES: [CH3:1][O:2][C:3]1[CH:4]=[C:5]2[C:9](=[CH:10][C:11]=1[O:12][CH3:13])[N:8]([CH2:14][C:15]1[N:16]=[CH:17][N:18]([C:20]([C:33]3[CH:38]=[CH:37][CH:36]=[CH:35][CH:34]=3)([C:27]3[CH:32]=[CH:31][CH:30]=[CH:29][CH:28]=3)[C:21]3[CH:26]=[CH:25][CH:24]=[CH:23][CH:22]=3)[CH:19]=1)[N:7]=[C:6]2[CH2:39]O.S(Cl)([Cl:43])=O.C(Cl)(Cl)Cl.C(=O)([O-])O.[Na+]>ClCCl.C(O)C>[Cl:43][CH2:39][C:6]1[C:5]2[C:9](=[CH:10][C:11]([O:12][CH3:13])=[C:3]([O:2][CH3:1])[CH:4]=2)[N:8]([CH2:14][C:15]2[N:16]=[CH:17][N:18]([C:20]([C:33]3[CH:38]=[CH:37][CH:36]=[CH:35][CH:34]=3)([C:27]3[CH:32]=[CH:31][CH:30]=[CH:29][CH:28]=3)[C:21]3[CH:26]=[CH:25][CH:24]=[CH:23][CH:22]=3)[CH:19]=2)[N:7]=1 |f:3.4|. The product is ClCC1=NN(C2=CC(=C(C=C12)OC)OC)CC=1N=CN(C1)C(C1=CC=CC=C1)(C1=CC=CC=C1)C1=CC=CC=C1 (3-Chloromethyl-5,6-dimethoxy-1-(1-trityl-4-imidazolyl)methyl-1H-indazole). Reactants: C(C1=CC=CC=C1)N(CC1=CC=CC=C1)[C@@H](CC1=CC=CC=C1)[C@H](C[C@H](CC1=CC=CC=C1)NC(C)=O)O ((2S,3S,5S)-2-(N,N-dibenzylamino)-5-acetylamino-1,6-diphenyl-3-hexanol). Reagents/catalysts: [C].[Pd] (palladium-carbon). Solvent: CO (methanol). Reaction conditions: temperature 30 celsius, time 30 hour. Yields the product N[C@@H](CC1=CC=CC=C1)[C@H](C[C@H](CC1=CC=CC=C1)NC(C)=O)O ((2S,3S,5S)-2-amino-5-acetylamino-1,6-diphenyl-3-hexanol). As a reaction SMILES: C([N:8]([C@H:16]([C@@H:24]([OH:38])[CH2:25][C@@H:26]([NH:34][C:35](=[O:37])[CH3:36])[CH2:27][C:28]1[CH:33]=[CH:32][CH:31]=[CH:30][CH:29]=1)[CH2:17][C:18]1[CH:23]=[CH:22][CH:21]=[CH:20][CH:19]=1)CC1C=CC=CC=1)C1C=CC=CC=1>CO.[C].[Pd]>[NH2:8][C@H:16]([C@@H:24]([OH:38])[CH2:25][C@@H:26]([NH:34][C:35](=[O:37])[CH3:36])[CH2:27][C:28]1[CH:29]=[CH:30][CH:31]=[CH:32][CH:33]=1)[CH2:17][C:18]1[CH:19]=[CH:20][CH:21]=[CH:22][CH:23]=1 |f:2.3|. Procedure details: To a solution of 100 g of (2S,3S,5S)-2-(N,N-dibenzylamino)-5-acetylamino-1,6-diphenyl-3-hexanol in 500 ml of methanol, was added 5 g of 5%-palladium-carbon (product of N. E. Chemcat), and the reaction mixture was stirred at 30° C. for 30 hours under a hydrogen atmosphere of 10 atm.